Dataset: the Open Reaction Database (ORD), a public repository of structured organic reaction records. Task: describe an organic reaction: reactants, conditions, products, and yield Starting materials: CCOC(C)=O, COC(=O)c1ccc(C#CCO)cc1, CO. Product: COC(=O)c1ccc(CCCO)cc1. As a reaction SMILES: [CH3:15][CH2:16][O:17][C:18]([CH3:19])=[O:20].[CH3:1][O:2][C:3]([c:4]1[cH:5][cH:6][c:7]([C:10]#[C:11][CH2:12][OH:13])[cH:8][cH:9]1)=[O:14].[CH3:21][OH:22]>>[CH3:1][O:2][C:3]([c:4]1[cH:5][cH:6][c:7]([CH2:10][CH2:11][CH2:12][OH:13])[cH:8][cH:9]1)=[O:14]. The reactants are [C-]#N.[K+] (potassium cyanide), CS(=O)(=O)[C@@H]1[C@@H](C(N1)=O)NC(C1=CC=CC=C1)(C1=CC=CC=C1)C1=CC=CC=C1 ((3R,4R)-4-methylsulfonyl-3-tritylamino-2-azetidinone). Reagents/catalysts: CCCCC[N+](CCCCC)(CCCCC)CCCCC.[Br-] (tetra-n-amylammonium bromide). Run in O (water), C1=CC=CC=C1 (benzene). Run at time 15 minute. Yields the product C(#N)C1[C@@H](C(N1)=O)NC(C1=CC=CC=C1)(C1=CC=CC=C1)C1=CC=CC=C1 ((3S,4RS)-4-cyano-3-tritylamino-2-azetidinone). Reaction SMILES: CS([C@H:5]1[NH:8][C:7](=[O:9])[C@H:6]1[NH:10][C:11]([C:24]1[CH:29]=[CH:28][CH:27]=[CH:26][CH:25]=1)([C:18]1[CH:23]=[CH:22][CH:21]=[CH:20][CH:19]=1)[C:12]1[CH:17]=[CH:16][CH:15]=[CH:14][CH:13]=1)(=O)=O.[C-:30]#[N:31].[K+]>C1C=CC=CC=1.CCCCC[N+](CCCCC)(CCCCC)CCCCC.[Br-].O>[C:30]([CH:5]1[NH:8][C:7](=[O:9])[C@H:6]1[NH:10][C:11]([C:24]1[CH:29]=[CH:28][CH:27]=[CH:26][CH:25]=1)([C:18]1[CH:23]=[CH:22][CH:21]=[CH:20][CH:19]=1)[C:12]1[CH:17]=[CH:16][CH:15]=[CH:14][CH:13]=1)#[N:31] |f:1.2,4.5|. Reported procedure: In 2 ml of benzene are dissolved 0.5 mmol of (3R,4R)-4-methylsulfonyl-3-tritylamino-2-azetidinone and 0.1 mmol of tetra-n-amylammonium bromide, and a solution of 0.55 mmol of potassium cyanide in 0.55 ml of water is added at 15° C. The mixture is stirred vigorously for 15 minutes and treated in the same manner as Example 20 to give (3S,4RS)-4-cyano-3-tritylamino-2-azetidinone with the (3R,4R):(3S,4S) ratio of 1:4. The reactants are CCCC(Oc1ccc2c(c1)CC(NCc1ccccc1)CC2)C(=O)OCC, CCO, Cl, O. Yields the product Cl, CCCC(Oc1ccc2c(c1)CC(N)CC2)C(=O)OCC. RXN SMILES: [CH2:2]([c:3]1[cH:4][cH:5][cH:6][cH:7][cH:8]1)[NH:9][CH:10]1[CH2:11][c:12]2[cH:13][c:14]([O:20][CH:21]([CH2:22][CH2:23][CH3:24])[C:25](=[O:26])[O:27][CH2:28][CH3:29])[cH:15][cH:16][c:17]2[CH2:18][CH2:19]1.[CH3:31][CH2:32][OH:33].[ClH:1].[OH2:30]>>[ClH:1].[NH2:9][CH:10]1[CH2:11][c:12]2[cH:13][c:14]([O:20][CH:21]([CH2:22][CH2:23][CH3:24])[C:25](=[O:26])[O:27][CH2:28][CH3:29])[cH:15][cH:16][c:17]2[CH2:18][CH2:19]1.